describe an organic reaction: reactants, conditions, products, and yield From a dataset of the Open Reaction Database (ORD), a public repository of structured organic reaction records. Reactants: CN(C)CCCN, COc1ccc(N(C)c2nc(Cl)nc3ccccc23)cc1. Product: COc1ccc(N(C)c2nc(NCCCN(C)C)nc3ccccc23)cc1. RXN SMILES: [CH3:22][N:23]([CH2:24][CH2:25][CH2:26][NH2:27])[CH3:28].[Cl:1][c:2]1[n:3][c:4]2[cH:5][cH:6][cH:7][cH:8][c:9]2[c:10]([N:12]([CH3:13])[c:14]2[cH:15][cH:16][c:17]([O:20][CH3:21])[cH:18][cH:19]2)[n:11]1>>[c:2]1([NH:27][CH2:26][CH2:25][CH2:24][N:23]([CH3:22])[CH3:28])[n:3][c:4]2[cH:5][cH:6][cH:7][cH:8][c:9]2[c:10]([N:12]([CH3:13])[c:14]2[cH:15][cH:16][c:17]([O:20][CH3:21])[cH:18][cH:19]2)[n:11]1. The reactants are ClC1=NC=C(C=N1)NC(=O)C1=CC=2C(=NC=C(C2)C(F)(F)F)N1CC1=CC(=CC=C1)F (N-(2-chloropyrimidin-5-yl)-5-trifluoromethyl-1-(3-fluorobenzyl)-1H-pyrrolo[2,3-b]pyridine-2-carboxamide), aqueous solution, CNC (dimethylamine). Solvent: C(C)O (ethanol). Product: CN(C)C1=NC=C(C=N1)NC(=O)C1=CC=2C(=NC=C(C2)C(F)(F)F)N1CC1=CC(=CC=C1)F (N-[2-(N,N-Dim ethylamino)pyrimidin-5-yl]-5-trifluoromethyl-1-(3-fluorobenzyl)-1H-pyrrolo[2,3-b]pyridine-2-carboxamide). RXN SMILES: Cl[C:2]1[N:7]=[CH:6][C:5]([NH:8][C:9]([C:11]2[N:23]([CH2:24][C:25]3[CH:30]=[CH:29][CH:28]=[C:27]([F:31])[CH:26]=3)[C:14]3=[N:15][CH:16]=[C:17]([C:19]([F:22])([F:21])[F:20])[CH:18]=[C:13]3[CH:12]=2)=[O:10])=[CH:4][N:3]=1.[CH3:32][NH:33][CH3:34]>C(O)C>[CH3:32][N:33]([C:2]1[N:7]=[CH:6][C:5]([NH:8][C:9]([C:11]2[N:23]([CH2:24][C:25]3[CH:30]=[CH:29][CH:28]=[C:27]([F:31])[CH:26]=3)[C:14]3=[N:15][CH:16]=[C:17]([C:19]([F:20])([F:21])[F:22])[CH:18]=[C:13]3[CH:12]=2)=[O:10])=[CH:4][N:3]=1)[CH3:34]. Procedure details: In a sealed tube, a mixture of 0.2 g (0.44 mmol) of N-(2-chloropyrimidin-5-yl)-5-trifluoromethyl-1-(3-fluorobenzyl)-1H-pyrrolo[2,3-b]pyridine-2-carboxamide, prepared in the preceding stage, and 1.3 mL (8.89 mmol) of an aqueous solution of dimethylamine at 40%, the whole in solution in 15 mL of ethanol, is heated at 110° C. for 20 h. After this time, the reaction mixture is allowed to return to room temperature, then a white precipitate is collected by filtration, washed with water and dried at r... Reactants: C(C=C)C1C(CC(C(C(OC(C2CCCCN2C(C(C2(C(CC(C(C(CC(CC(=C1)C)C)OC)O2)OC)C)O)=O)=O)=O)C(=CC2CC(C(CC2)O[Si](C)(C)C(C)(C)C)OC)C)C)O)=O (17-allyl-12-[2-(4-tert-butyl-dimethylsilyloxy-3-methoxycyclohexyl)-1-methylvinyl]-1,14-dihydroxy-23,25-dimethoxy-13,19,21,27-tetramethyl-11,28-dioxa-4-azatricyclo[22.3.1.04,9 ]octacos-18-ene-2,3,10,16-tetraone), C(C)(=O)OC(C)=O (acetic anhydride). The solvent is N1=CC=CC=C1 (pyridine). Reaction conditions: time 6 hour. Product: C(C)(=O)OC1C(C(OC(C2CCCCN2C(C(C2(C(CC(C(C(CC(CC(=CC(C(C1)=O)CC=C)C)C)OC)O2)OC)C)O)=O)=O)=O)C(=CC2CC(C(CC2)O[Si](C)(C)C(C)(C)C)OC)C)C (14-acetoxy-17-allyl-12-[2-(4-tert-butyl-dimethylsilyloxy-3-methoxycyclohexyl)-1-methylvinyl]-1-hydroxy-23,25-dimethoxy-13,19,21,27tetramethyl-11,28-dioxa-4-azatricyclo[22.3.1.04,9 ]octacos-18-ene-2,3,10,16-tetraone). As a reaction SMILES: [CH2:1]([CH:4]1[CH:30]=[C:29]([CH3:31])[CH2:28][CH:27]([CH3:32])[CH2:26][CH:25]([O:33][CH3:34])[CH:24]2[O:35][C:20]([OH:39])([CH:21]([CH3:38])[CH2:22][CH:23]2[O:36][CH3:37])[C:19](=[O:40])[C:18](=[O:41])[N:17]2[CH:12]([CH2:13][CH2:14][CH2:15][CH2:16]2)[C:11](=[O:42])[O:10][CH:9]([C:43]([CH3:61])=[CH:44][CH:45]2[CH2:50][CH2:49][CH:48]([O:51][Si:52]([C:55]([CH3:58])([CH3:57])[CH3:56])([CH3:54])[CH3:53])[CH:47]([O:59][CH3:60])[CH2:46]2)[CH:8]([CH3:62])[CH:7]([OH:63])[CH2:6][C:5]1=[O:64])[CH:2]=[CH2:3].[C:65](OC(=O)C)(=[O:67])[CH3:66]>N1C=CC=CC=1>[C:65]([O:63][CH:7]1[CH2:6][C:5](=[O:64])[CH:4]([CH2:1][CH:2]=[CH2:3])[CH:30]=[C:29]([CH3:31])[CH2:28][CH:27]([CH3:32])[CH2:26][CH:25]([O:33][CH3:34])[CH:24]2[O:35][C:20]([OH:39])([CH:21]([CH3:38])[CH2:22][CH:23]2[O:36][CH3:37])[C:19](=[O:40])[C:18](=[O:41])[N:17]2[CH:12]([CH2:13][CH2:14][CH2:15][CH2:16]2)[C:11](=[O:42])[O:10][CH:9]([C:43]([CH3:61])=[CH:44][CH:45]2[CH2:50][CH2:49][CH:48]([O:51][Si:52]([C:55]([CH3:58])([CH3:57])[CH3:56])([CH3:53])[CH3:54])[CH:47]([O:59][CH3:60])[CH2:46]2)[CH:8]1[CH3:62])(=[O:67])[CH3:66]. Procedure: To a solution of 17-allyl-12-[2-(4-tert-butyl-dimethylsilyloxy-3-methoxycyclohexyl)-1-methylvinyl]-1,14-dihydroxy-23,25-dimethoxy-13,19,21,27-tetramethyl-11,28-dioxa-4-azatricyclo[22.3.1.04,9 ]octacos-18-ene-2,3,10,16-tetraone (39.9 mg) in pyridine (1.5 ml) was added acetic anhydride (0.5 ml), and the mixture was stirred at room temperature for 6 hours. The solvent was removed from the reaction mixture under reduced pressure to give a crude oil, which was purified on silica gel thin layer chroma... The reactants are ferric chloride, O.NN (hydrazine hydrate), Ferric chloride, [N+](=O)([O-])C1=CC=C(C=C1)N1C(N(C=C1)C1=CC=C(C=C1)OCC(C(F)F)(F)F)=O (1-(4-nitrophenyl)-3-[4-(2,2,3,3-tetrafluoropropoxy)phenyl]-2(1H,3H)-imidazolone), O.NN (hydrazine hydrate). Run in C(C)(=O)OCC (ethyl acetate), methanol-tetrahydrofran. Conditions: time 14 hour. Yields the product NC1=CC=C(C=C1)N1C(N(C=C1)C1=CC=C(C=C1)OCC(C(F)F)(F)F)=O (1-(4-aminophenyl)-3-[4-(2,2,3,3-tetrafluoropropoxy)phenyl]-2(1H,3H)-imidazolone). The yield is 95.2%. As a reaction SMILES: [N+:1]([C:4]1[CH:9]=[CH:8][C:7]([N:10]2[CH:14]=[CH:13][N:12]([C:15]3[CH:20]=[CH:19][C:18]([O:21][CH2:22][C:23]([F:28])([F:27])[CH:24]([F:26])[F:25])=[CH:17][CH:16]=3)[C:11]2=[O:29])=[CH:6][CH:5]=1)([O-])=O.O.NN>C(OCC)(=O)C>[NH2:1][C:4]1[CH:5]=[CH:6][C:7]([N:10]2[CH:14]=[CH:13][N:12]([C:15]3[CH:16]=[CH:17][C:18]([O:21][CH2:22][C:23]([F:27])([F:28])[CH:24]([F:25])[F:26])=[CH:19][CH:20]=3)[C:11]2=[O:29])=[CH:8][CH:9]=1 |f:1.2|. Procedure details: Ferric chloride (0.2 g) and activated carbon (2.0 g) were added to a solution of 1-(4-nitrophenyl)-3-[4-(2,2,3,3-tetrafluoropropoxy)phenyl]-2(1H,3H)-imidazolone (20.5 g) in methanol-tetrahydrofran (75 ml:75 ml), to which hydrazine hydrate (8.0 ml) was added dropwise over the period of 10 minutes. After the mixture was refluxed with stirring for 14 hours, ferric chloride (0.2 g), activated carbon (2.0 g) and hydrazine hydrate (8.0 ml) were added thereto and the reaction mixture was refluxed with ... The reactants are ClC1=C(C=C(C=C1)N1CCNCC1)S(=O)(=O)C (1-(4-Chloro-3-methanesulfonyl-phenyl)-piperazine), ICCC (1-iodopropane). Yields the product ClC1=C(C=C(C=C1)N1CCN(CC1)CCC)S(=O)(=O)C (1-(4-Chloro-3-methanesulfonyl-phenyl)-4-propyl-piperazine). As a reaction SMILES: [Cl:1][C:2]1[CH:7]=[CH:6][C:5]([N:8]2[CH2:13][CH2:12][NH:11][CH2:10][CH2:9]2)=[CH:4][C:3]=1[S:14]([CH3:17])(=[O:16])=[O:15].I[CH2:19][CH2:20][CH3:21]>>[Cl:1][C:2]1[CH:7]=[CH:6][C:5]([N:8]2[CH2:9][CH2:10][N:11]([CH2:19][CH2:20][CH3:21])[CH2:12][CH2:13]2)=[CH:4][C:3]=1[S:14]([CH3:17])(=[O:15])=[O:16]. Reported procedure: Beginning with 1-(4-Chloro-3-methanesulfonyl-phenyl)-piperazine and 1-iodopropane, the titled compound was recovered by the procedure described in Example 2. MS m/z (rel. intensity, 70 eV)) 316 (M+, 25), 289 (41), 287 (bp), 70 (59), 56 (23) Reactants: C(CCC)[Li] (n-butyllithium), C1(CCC(CC1)C(=O)OC)C(=O)OC (dimethyl cyclohexane-1,4-dicarboxylate), C(C)(=O)Cl (acetyl chloride), C(C)(C)NC(C)C (Di-isopropylamine). Run in CCCCCC (hexane), O1CCCC1 (tetrahydrofuran), O1CCCC1 (tetrahydrofuran), O (Water), O1CCCC1 (tetrahydrofuran). Reaction conditions: temperature -78 celsius. The product is C(C)(=O)C1(CCC(CC1)C(=O)OC)C(=O)OC (dimethyl 1-acetylcyclohexane-1,4-dicarboxylate). RXN SMILES: C(NC(C)C)(C)C.C([Li])CCC.[CH:13]1([C:23]([O:25][CH3:26])=[O:24])[CH2:18][CH2:17][CH:16]([C:19]([O:21][CH3:22])=[O:20])[CH2:15][CH2:14]1.[C:27](Cl)(=[O:29])[CH3:28]>O1CCCC1.CCCCCC.O>[C:27]([C:16]1([C:19]([O:21][CH3:22])=[O:20])[CH2:15][CH2:14][CH:13]([C:23]([O:25][CH3:26])=[O:24])[CH2:18][CH2:17]1)(=[O:29])[CH3:28]. Reported procedure: Di-isopropylamine (44.7 ml) was dissolved in dry tetrahydrofuran (400 ml) and cooled to -78° C. under nitrogen with mechanical stirring. A solution of n-butyllithium in hexane (1.6M, 197 ml) was added. After stirring at -78° C. for 10 minutes a solution of dimethyl cyclohexane-1,4-dicarboxylate (56.6 g, Lancaster) in tetrahydrofuran (200 ml) was added. After stirring for a further 30 minutes at -78° C. a solution of acetyl chloride (22.5 ml) in tetrahydrofuran (200 ml) was added. The reaction mi... Reactants: COC=1C=C2C(=C(N=C(C2=CC1)NCCO)C)C1=CC=CC=C1 (2-[(6-methoxy-3-methyl-4-phenylisoquinolin-1-yl)amino]ethanol), COCCCN (3-methoxy-1-aminopropane). Yields the product COC=1C=C2C(=C(N=C(C2=CC1)NCCCOC)C)C1=CC=CC=C1 (6-methoxy-N-(3-methoxypropyl)-3-methyl-4-phenylisoquinolin-1-amine). As a reaction SMILES: [CH3:1][O:2][C:3]1[CH:4]=[C:5]2[C:10](=[CH:11][CH:12]=1)[C:9]([NH:13][CH2:14]CO)=[N:8][C:7]([CH3:17])=[C:6]2[C:18]1[CH:23]=[CH:22][CH:21]=[CH:20][CH:19]=1.[CH3:24][O:25][CH2:26][CH2:27]CN>>[CH3:1][O:2][C:3]1[CH:4]=[C:5]2[C:10](=[CH:11][CH:12]=1)[C:9]([NH:13][CH2:14][CH2:27][CH2:26][O:25][CH3:24])=[N:8][C:7]([CH3:17])=[C:6]2[C:18]1[CH:19]=[CH:20][CH:21]=[CH:22][CH:23]=1. Procedure: Following the procedure for 2-[(6-methoxy-3-methyl-4-phenylisoquinolin-1-yl)amino]ethanol, using (in Step B) 3-methoxy-1-aminopropane in place of ethanolamine, the titled compound was synthesized. Starting materials: BrC=1C(=CC(=NC1)NC(=O)NCC)C(N)=S (5-bromo-2-(3-ethylureido)pyridine-4-carbothioamide), Intermediate 46, COC=1C=CC(=CC1)P2(=S)SP(=S)(S2)C=3C=CC(=CC3)OC (Lawesson's reagent). Run in C1CCOC1 (THF). The product is BrC=1C(=CC(=NC1)NC(=O)NC(C)C)C(N)=S (5-Bromo-2-(3-isopropylureido)pyridine-4-carbothioamide). RXN SMILES: [Br:1][C:2]1[C:3]([C:14](=[S:16])[NH2:15])=[CH:4][C:5]([NH:8][C:9]([NH:11][CH2:12][CH3:13])=[O:10])=[N:6][CH:7]=1.[CH3:17]OC1C=CC(P2(SP(C3C=CC(OC)=CC=3)(=S)S2)=S)=CC=1>C1COCC1>[Br:1][C:2]1[C:3]([C:14](=[S:16])[NH2:15])=[CH:4][C:5]([NH:8][C:9]([NH:11][CH:12]([CH3:17])[CH3:13])=[O:10])=[N:6][CH:7]=1. Procedure details: The title compound was synthesized by a method analogous to the synthesis of Intermediate 42 starting with Intermediate 46 and Lawesson's reagent in THF. The reactants are C1CCOC1, CCOCC, O=c1[nH]c(=O)n(CCCCO)cc1C(F)(F)F. Yields the product O=CCCCn1cc(C(F)(F)F)c(=O)[nH]c1=O. Reaction SMILES: [CH2:23]1[O:24][CH2:25][CH2:26][CH2:27]1.[CH3:18][CH2:19][O:20][CH2:21][CH3:22].[OH:1][CH2:2][CH2:3][CH2:4][CH2:5][n:6]1[c:7](=[O:17])[nH:8][c:9](=[O:16])[c:10]([C:12]([F:13])([F:14])[F:15])[cH:11]1>>[O:1]=[CH:2][CH2:3][CH2:4][CH2:5][n:6]1[c:7](=[O:17])[nH:8][c:9](=[O:16])[c:10]([C:12]([F:13])([F:14])[F:15])[cH:11]1. The reactants are BrCc1ccccc1, CCO, CC1CNC(C)CN1. Product: CC1CN(Cc2ccccc2)C(C)CN1. RXN SMILES: [CH2:9]([c:10]1[cH:11][cH:12][cH:13][cH:14][cH:15]1)[Br:16].[CH3:17][CH2:18][OH:19].[CH3:1][CH:2]1[NH:3][CH2:4][CH:5]([CH3:8])[NH:6][CH2:7]1>>[CH3:1][CH:2]1[N:3]([CH2:9][c:10]2[cH:11][cH:12][cH:13][cH:14][cH:15]2)[CH2:4][CH:5]([CH3:8])[NH:6][CH2:7]1.